Dataset: the Open Reaction Database (ORD), a public repository of structured organic reaction records. Task: describe an organic reaction: reactants, conditions, products, and yield Starting materials: F[B-](F)(F)F, O=C([O-])O, CCN(C(C)C)C(C)C, CN1CCC(C(=O)O)CC1, CCN=C=NCCCN(C)C, COc1ccccc1CNc1ccc2cc(N)ccc2n1, Cl, Cl, [Na+], C1CCOC1, CN(C)C(On1nnc2ccccc21)=[N+](C)C. Product: COc1ccccc1CNc1ccc2cc(NC(=O)C3CCN(C)CC3)ccc2n1. Reaction SMILES: [B-:21]([F:22])([F:23])([F:24])[F:25].[C:76](=[O:77])([OH:78])[O-:79].[CH2:12]([N:13]([CH:14]([CH3:15])[CH3:16])[CH:17]([CH3:18])[CH3:19])[CH3:20].[CH3:2][N:3]1[CH2:4][CH2:5][CH:6]([C:9](=[O:10])[OH:11])[CH2:7][CH2:8]1.[CH3:44][N:45]([CH3:46])[CH2:47][CH2:48][CH2:49][N:50]=[C:51]=[N:52][CH2:53][CH3:54].[CH3:55][O:56][c:57]1[c:58]([CH2:59][NH:60][c:61]2[n:62][c:63]3[cH:64][cH:65][c:66]([NH2:71])[cH:67][c:68]3[cH:69][cH:70]2)[cH:72][cH:73][cH:74][cH:75]1.[ClH:1].[ClH:43].[Na+:80].[O:81]1[CH2:82][CH2:83][CH2:84][CH2:85]1.[n:26]1([O:27][C:28]([N:29]([CH3:30])[CH3:31])=[N+:32]([CH3:33])[CH3:34])[c:35]2[cH:36][cH:37][cH:38][cH:39][c:40]2[n:41][n:42]1>>[CH3:2][N:3]1[CH2:4][CH2:5][CH:6]([C:9](=[O:11])[NH:71][c:66]2[cH:65][cH:64][c:63]3[n:62][c:61]([NH:60][CH2:59][c:58]4[c:57]([O:56][CH3:55])[cH:75][cH:74][cH:73][cH:72]4)[cH:70][cH:69][c:68]3[cH:67]2)[CH2:7][CH2:8]1. Starting materials: ClCCl, Nc1cc(F)ccc1C(=O)O, O=C1OC(=O)c2ccccc21. Yields the product O=C(O)c1ccc(F)cc1NC(=O)c1ccccc1C(=O)O. Reaction SMILES: [Cl:23][CH2:24][Cl:25].[F:12][c:13]1[cH:14][c:15]([NH2:22])[c:16]([C:17](=[O:18])[OH:19])[cH:20][cH:21]1.[O:1]=[C:2]1[O:3][C:4](=[O:5])[c:6]2[cH:7][cH:8][cH:9][cH:10][c:11]21>>[O:1]=[C:2]([c:11]1[c:6]([C:4]([OH:3])=[O:5])[cH:7][cH:8][cH:9][cH:10]1)[NH:22][c:15]1[cH:14][c:13]([F:12])[cH:21][cH:20][c:16]1[C:17](=[O:18])[OH:19]. Starting materials: NC1=CC=C(CC(P(OCC=C)(OCC=C)=O)P(OCC=C)(OCC=C)=O)C=C1 (Tetraallyl 1-(4-aminobenzyl)methylenebisphosphonate), N1=CC=CC=C1 (pyridine), BrCC(=O)Br (bromoacetylbromide). The solvent is C(Cl)Cl (CH2Cl2), C(Cl)Cl (CH2Cl2). Conditions: temperature 0 celsius, time 2.5 hour. Yields the product BrCC(=O)NC1=CC=C(CC(P(OCC=C)(OCC=C)=O)P(OCC=C)(OCC=C)=O)C=C1 (Tetraallyl 1-(4-bromoacetamidobenzyl)methylenebisphosphonate). Yield: 75.9%. As a reaction SMILES: [NH2:1][C:2]1[CH:29]=[CH:28][C:5]([CH2:6][CH:7]([P:18](=[O:27])([O:23][CH2:24][CH:25]=[CH2:26])[O:19][CH2:20][CH:21]=[CH2:22])[P:8](=[O:17])([O:13][CH2:14][CH:15]=[CH2:16])[O:9][CH2:10][CH:11]=[CH2:12])=[CH:4][CH:3]=1.N1C=CC=CC=1.[Br:36][CH2:37][C:38](Br)=[O:39]>C(Cl)Cl>[Br:36][CH2:37][C:38]([NH:1][C:2]1[CH:3]=[CH:4][C:5]([CH2:6][CH:7]([P:18](=[O:27])([O:23][CH2:24][CH:25]=[CH2:26])[O:19][CH2:20][CH:21]=[CH2:22])[P:8](=[O:17])([O:13][CH2:14][CH:15]=[CH2:16])[O:9][CH2:10][CH:11]=[CH2:12])=[CH:28][CH:29]=1)=[O:39]. Procedure details: To a solution of aminobenzyl bisphosphonate 27 (180 mg, 0.41 mmol) in CH2Cl2 (5 mL) at 0° C. was added pyridine (49 μL, 0.61 mmol) followed by bromoacetylbromide (35 μL, 0.41 mmol). The reaction mixture was stirred at 0° C. for 30 min and at room temperature for another 2.5 h. The reaction mixture was diluted with CH2Cl2, washed with aqueous 1N HCl solution, saturated NaHCO3 solution, and saturated NaCl solution, then dried over MgSO4, filtered and concentrated. The crude product was purified by... Starting materials: ClC1=C(C=C(C=C1)O)C(F)(F)F (4-chloro-3-trifluoromethyl-phenol), ClC1=NC=C(C(=C1)C)[N+](=O)[O-] (2-chloro-4-methyl-5-nitro-pyridine), C([O-])([O-])=O.[K+].[K+] (potassium carbonate), Cl (HCl). Solvent: CN(C)C=O (DMF), O (water). Reaction conditions: time 1 hour. Product: ClC1=C(C=C(OC2=NC=C(C(=C2)C)[N+](=O)[O-])C=C1)C(F)(F)F (2-(4-chloro-3-trifluoromethyl-phenoxy)-4-methyl-5-nitro-pyridine). Isolated yield 92.3%. As a reaction SMILES: [Cl:1][C:2]1[CH:7]=[CH:6][C:5]([OH:8])=[CH:4][C:3]=1[C:9]([F:12])([F:11])[F:10].Cl[C:14]1[CH:19]=[C:18]([CH3:20])[C:17]([N+:21]([O-:23])=[O:22])=[CH:16][N:15]=1.C(=O)([O-])[O-].[K+].[K+].Cl>O.CN(C=O)C>[Cl:1][C:2]1[CH:7]=[CH:6][C:5]([O:8][C:14]2[CH:19]=[C:18]([CH3:20])[C:17]([N+:21]([O-:23])=[O:22])=[CH:16][N:15]=2)=[CH:4][C:3]=1[C:9]([F:10])([F:11])[F:12] |f:2.3.4|. Procedure details: A 250 ml two-necked round-bottomed flask equipped with a magnetic bar, a thermometer and a reflux condenser is charged with DMF (30 ml), 4-chloro-3-trifluoromethyl-phenol (4.5 g), 2-chloro-4-methyl-5-nitro-pyridine (4.0 g) and potassium carbonate (6.4 g). The reaction mixture is stirred at ambient temperature for 1 hour, poured into water (300 ml), acidified with HCl 5 molar (15 ml) and then extracted with ethylacetate (4×50 ml). The combined organic layers are washed with brine (100 ml), dried ...